From a dataset of the Open Reaction Database (ORD), a public repository of structured organic reaction records. describe an organic reaction: reactants, conditions, products, and yield The reactants are CCN(C(C)C)C(C)C, CCOC(=O)C1CCOc2cc(Oc3ccc(C(=O)O)cc3)c(Cl)cc21, O=C(Cl)C(=O)Cl, NCCCc1ccc(Cl)cc1, ClCCl, CN(C)C=O. Product: CCOC(=O)C1CCOc2cc(Oc3ccc(C(=O)NCCCc4ccc(Cl)cc4)cc3)c(Cl)cc21. Reaction SMILES: [CH:44]([N:45]([CH2:46][CH3:47])[CH:48]([CH3:49])[CH3:50])([CH3:51])[CH3:52].[Cl:1][c:2]1[cH:3][c:4]2[c:9]([cH:10][c:11]1[O:12][c:13]1[cH:14][cH:15][c:16]([C:17](=[O:18])[OH:19])[cH:20][cH:21]1)[O:8][CH2:7][CH2:6][CH:5]2[C:22](=[O:23])[O:24][CH2:25][CH3:26].[Cl:27][C:28]([C:29]([Cl:30])=[O:31])=[O:32].[Cl:33][c:34]1[cH:35][cH:36][c:37]([CH2:40][CH2:41][CH2:42][NH2:43])[cH:38][cH:39]1.[Cl:53][CH2:54][Cl:55].[O:56]=[CH:57][N:58]([CH3:59])[CH3:60]>>[Cl:1][c:2]1[cH:3][c:4]2[c:9]([cH:10][c:11]1[O:12][c:13]1[cH:14][cH:15][c:16]([C:17](=[O:19])[NH:43][CH2:42][CH2:41][CH2:40][c:37]3[cH:36][cH:35][c:34]([Cl:33])[cH:39][cH:38]3)[cH:20][cH:21]1)[O:8][CH2:7][CH2:6][CH:5]2[C:22](=[O:23])[O:24][CH2:25][CH3:26]. Reactants: 15F, C([O-])([O-])=O.[K+].[K+] (potassium carbonate), ester, [OH-].[Na+] (sodium hydroxide), BrC(CCCCC(=O)OC)CCC (methyl 6-bromo-nonanoate), CCCC1=C(C=CC(=C1O)C(=O)C)O (2,4-dihydroxy-3-propylacetophenone). The solvent is CC(=O)C (acetone), C(C)O (ethanol). Yields the product C(C)(=O)C1=C(C(=C(OC(CCCCC(=O)O)CCC)C=C1)CCC)O (6-(4-Acetyl-3-hydroxy-2-propylphenoxy)nonanoic acid). Reaction SMILES: Br[CH:2]([CH2:11][CH2:12][CH3:13])[CH2:3][CH2:4][CH2:5][CH2:6][C:7]([O:9]C)=[O:8].[CH3:14][CH2:15][CH2:16][C:17]1[C:22]([OH:23])=[C:21]([C:24]([CH3:26])=[O:25])[CH:20]=[CH:19][C:18]=1[OH:27].C(=O)([O-])[O-].[K+].[K+].[OH-].[Na+]>C(O)C.CC(C)=O>[C:24]([C:21]1[CH:20]=[CH:19][C:18]([O:27][CH:2]([CH2:11][CH2:12][CH3:13])[CH2:3][CH2:4][CH2:5][CH2:6][C:7]([OH:9])=[O:8])=[C:17]([CH2:16][CH2:15][CH3:14])[C:22]=1[OH:23])(=[O:25])[CH3:26] |f:2.3.4,5.6|. Procedure details: Following the procedures of Examples 15 E and 15F, 1.18 g. of methyl 6-bromo-nonanoate and 0.91 g. of 2,4-dihydroxy-3-propylacetophenone were reacted in the presence of 0.65 g. of potassium carbonate in 40 ml. of acetone. Hydrolysis of the ester intermediate with sodium hydroxide in aqueous ethanol gave the title product, M+ =350; NMR. Starting materials: CCOC(=O)C (EtOAc), CCOC(=O)C (EtOAc), CC(C)(C)S(=O)N (2-methylpropane-2-sulfinamide), BrC1=CC=C2CC3(C(C2=C1)=O)CCC(CC3)C(F)F (6′-bromo-4-(difluoromethyl)spiro[cyclohexane-1,2′-inden]-1′(3′H)-one), BrC1=CC=C2CC3(C(C2=C1)=O)CCC(CC3)C(F)F (6′-bromo-4-(difluoromethyl)spiro[cyclohexane-1,2′-inden]-1′(3′H)-one), CC(C)(C)S(=O)N (2-Methylpropane-2-sulfinamide), C(=O)(O)[O-].[Na+] (NaHCO3). Reagents/catalysts: [O-]CC.[Ti+4].[O-]CC.[O-]CC.[O-]CC (Titanium ethoxide), [O-]CC.[Ti+4].[O-]CC.[O-]CC.[O-]CC (titanium ethoxide). Run in CCCCCCC (heptane), 2-Me THF. Conditions: temperature 90 celsius, time 2 hour. Product: BrC=1C=C2C(C3(CC2=CC1)CCC(CC3)C(F)F)=NS(=O)C(C)(C)C (N-(5′-Bromo-4-(difluoromethyl)spiro[cyclohexane-1,2′-indene]-3′(1′H)-ylidene)-2-methylpropane-2-sulfinamide). The yield is 60.1%. As a reaction SMILES: [CH3:1][C:2]([S:5]([NH2:7])=[O:6])([CH3:4])[CH3:3].[Br:8][C:9]1[CH:17]=[C:16]2[C:12]([CH2:13][C:14]3([CH2:23][CH2:22][CH:21]([CH:24]([F:26])[F:25])[CH2:20][CH2:19]3)[C:15]2=O)=[CH:11][CH:10]=1.CCOC(C)=O.C([O-])(O)=O.[Na+]>CCCCCCC.[O-]CC.[Ti+4].[O-]CC.[O-]CC.[O-]CC>[Br:8][C:9]1[CH:17]=[C:16]2[C:12](=[CH:11][CH:10]=1)[CH2:13][C:14]1([CH2:23][CH2:22][CH:21]([CH:24]([F:25])[F:26])[CH2:20][CH2:19]1)[C:15]2=[N:7][S:5]([C:2]([CH3:4])([CH3:3])[CH3:1])=[O:6] |f:3.4,6.7.8.9.10|. Procedure details: Titanium ethoxide (0.893 mL, 4.33 mmol), 2-methylpropane-2-sulfinamide (0.315 g, 2.60 mmol) and 6′-bromo-4-(difluoromethyl)spiro[cyclohexane-1,2′-inden]-1′(3′H)-one (Intermediate 91, 0.713 g, 2.17 mmol) were dissolved in 2-Me THF (5 mL) and heated to 90° C. overnight. 2-Methylpropane-2-sulfinamide (0.315 g, 2.60 mmol) and titanium ethoxide (0.893 mL, 4.33 mmol) were added and the reaction was refluxed for 7 h. Another portion of reagents was added and the mixture was refluxed overnight. The reac... Reactants: O=C([O-])C=CC(=O)[O-], OC1CCN(c2ccccc2)C12CCN(C1CC3CCCCC3C1)CC2, CCOCC, O=C(O)C=CC(=O)O. Yields the product O=C(O)C=CC(=O)O, O=C1CCN(c2ccccc2)C12CCN(C1CC3CCCCC3C1)CC2. As a reaction SMILES: [C:27]([CH:28]=[CH:29][C:30](=[O:31])[O-:32])(=[O:33])[O-:34].[CH2:1]1[CH:2]([N:10]2[CH2:11][CH2:12][C:13]3([CH:14]([OH:24])[CH2:15][CH2:16][N:17]3[c:18]3[cH:19][cH:20][cH:21][cH:22][cH:23]3)[CH2:25][CH2:26]2)[CH2:3][CH:4]2[CH2:5][CH2:6][CH2:7][CH2:8][CH:9]12.[CH3:43][CH2:44][O:45][CH2:46][CH3:47].[OH:35][C:36]([CH:37]=[CH:38][C:39](=[O:40])[OH:41])=[O:42]>>[C:27]([CH:28]=[CH:29][C:30](=[O:31])[OH:32])(=[O:33])[OH:34].[CH2:1]1[CH:2]([N:10]2[CH2:11][CH2:12][C:13]3([C:14](=[O:24])[CH2:15][CH2:16][N:17]3[c:18]3[cH:19][cH:20][cH:21][cH:22][cH:23]3)[CH2:25][CH2:26]2)[CH2:3][CH:4]2[CH2:5][CH2:6][CH2:7][CH2:8][CH:9]12. Run in [N+](=O)([O-])C.ClCCl (nitromethane dichloromethane), ClCCl (dichloromethane). Run at temperature -20 celsius, time 4 hour. Procedure: Aluminum trichloride (24.24 g, 180.86 mmol) was dissolved in nitromethane/dichloromethane (1/1, 320 ml), the solution was cooled to −20° C., and 1-methylpyrrole-2-carbonitrile (8 g, 75.36 mmol) was added. α,α-Dichlorodimethyl ether (10.4 g, 90.43 mmol), dissolved in dichloromethane (42 ml), was subsequently added dropwise. After stirring for 4 h at 0° C., the batch was poured onto ice (200 g). The aqueous phase was extracted with diethyl ether. The combined organic phases were washed until neutr... Reaction SMILES: [Cl-].[Cl-].[Cl-].[Al+3].[CH3:5][N:6]1[CH:10]=[CH:9][CH:8]=[C:7]1[C:11]#[N:12].[CH3:13][O:14]CCl>[N+](C)([O-])=O.ClCCl.ClCCl>[C:11]([C:7]1[N:6]([CH3:5])[CH:10]=[C:9]([CH:13]=[O:14])[CH:8]=1)#[N:12] |f:0.1.2.3,6.7|. Yields the product C(#N)C1=CC(=CN1C)C=O (5-Cyano-1-methylpyrrole-3-carbaldehyde). Starting materials: CN1C(=CC=C1)C#N (1-methylpyrrole-2-carbonitrile), [Cl-].[Cl-].[Cl-].[Al+3] (Aluminum trichloride), COCCl (α,α-Dichlorodimethyl ether).